Dataset: the Open Reaction Database (ORD), a public repository of structured organic reaction records. Task: describe an organic reaction: reactants, conditions, products, and yield RXN SMILES: [CH3:1][SiH:2]([C:9]1[CH:14]=[CH:13][CH:12]=[CH:11][CH:10]=1)[C:3]1[CH:8]=[CH:7][CH:6]=[CH:5][CH:4]=1.C([O:18][CH2:19][CH:20]=[CH2:21])(=O)C>C(O)(C)C.[H+].[H+].Cl[Pt-2](Cl)(Cl)(Cl)(Cl)Cl>[OH:18][CH2:19][CH2:20][CH2:21][Si:2]([CH3:1])([C:9]1[CH:10]=[CH:11][CH:12]=[CH:13][CH:14]=1)[C:3]1[CH:8]=[CH:7][CH:6]=[CH:5][CH:4]=1 |f:3.4.5|. The yield is 51.7%. Reactants: C(C)(=O)OCC=C (allyl acetate), C[SiH](C1=CC=CC=C1)C1=CC=CC=C1 (Methyldiphenylsilane), C[SiH](C1=CC=CC=C1)C1=CC=CC=C1 (methyldiphenylsilane). Reaction conditions: time 2 hour. The reagents and catalysts are [H+].[H+].Cl[Pt-2](Cl)(Cl)(Cl)(Cl)Cl (chloroplatinic acid), [H+].[H+].Cl[Pt-2](Cl)(Cl)(Cl)(Cl)Cl (chloroplatinic acid). Procedure: Methyldiphenylsilane (100 g, 0.49 mol) was added at 90° over a period of 4 hrs, with stirring, to a mixture of 100 g (1.0 mol) of allyl acetate and 0.10 ml of a 0.1 M chloroplatinic acid solution in isopropanol. When half of the methyldiphenylsilane was added an additional 0.10 ml of the chloroplatinic acid solution was added. Excess allyl acetate was distilled 15 min. after the addition was completed. The residue was dissolved in 150 ml of methanol and a solution of 20 g of sodium hydroxide in ... Yields the product OCCC[Si](C1=CC=CC=C1)(C1=CC=CC=C1)C ((3-hydroxypropyl) methyldiphenylsilane). Run in C(C)(C)O (isopropanol). Starting materials: C(CC)N1C(NC(C=2NC=NC12)=O)=O (3-propylxanthine), P12(=S)SP3(=S)SP(=S)(S1)SP(=S)(S2)S3 (phosphorus pentasulfide). Run in N1=CC=CC=C1 (pyridine), N1=CC=CC=C1 (pyridine). Product: C(CC)N1C(NC(C=2NC=NC12)=S)=O (3-propyl-6-thioxanthine). RXN SMILES: [CH2:1]([N:4]1[C:12]2[N:11]=[CH:10][NH:9][C:8]=2[C:7](=O)[NH:6][C:5]1=[O:14])[CH2:2][CH3:3].P12(SP3(SP(SP(S3)(S1)=S)(=S)S2)=S)=[S:16]>N1C=CC=CC=1>[CH2:1]([N:4]1[C:12]2[N:11]=[CH:10][NH:9][C:8]=2[C:7](=[S:16])[NH:6][C:5]1=[O:14])[CH2:2][CH3:3]. Procedure: A suspension of 9.32 g. (48 mM) of 3-propylxanthine in 80 ml. of pyridine, was treated with 17.33 g. (78 mM.) of phosphorus pentasulfide in 80 ml. of pyridine, and worked up analogously to Example I. 8.9 g. of 3-propyl-6-thioxanthine was obtained. Recyrstallization from methanol-acetone gave 7.4 g. (59% yield) of needles with a melting point of 249°-250° C. Starting materials: ClC1=CC(=CC=C1)C(=O)OO (3-Chloroperbenzoic acid), FC(F)(F)C=1C(=C(C=CC1)C1=C(CCC1)C=1C=NC=C(C(=O)O)C1)OCC1=CC=CC=C1 (5-{2-[trifluoromethyl-2-(benzyloxy)phenyl]cyclopent-1-enyl}nicotinic acid). The solvent is O1CCOCC1 (dioxan). Run at time 8 hour. The product is FC(F)(F)C=1C(=C(C=CC1)C1=C(CCC1)C=1C=[N+](C=C(C(=O)O)C1)[O-])OCC1=CC=CC=C1 (5-{2-[Trifluoromethyl-2-(benzyloxy)phenyl]cyclopent-1-enyl}nicotinic acid N-oxide). Isolated yield 17.6%. As a reaction SMILES: ClC1C=CC=C(C(OO)=[O:9])C=1.[F:12][C:13]([C:16]1[C:17]([O:36][CH2:37][C:38]2[CH:43]=[CH:42][CH:41]=[CH:40][CH:39]=2)=[C:18]([C:22]2[CH2:26][CH2:25][CH2:24][C:23]=2[C:27]2[CH:28]=[N:29][CH:30]=[C:31]([CH:35]=2)[C:32]([OH:34])=[O:33])[CH:19]=[CH:20][CH:21]=1)([F:15])[F:14]>O1CCOCC1>[F:12][C:13]([C:16]1[C:17]([O:36][CH2:37][C:38]2[CH:43]=[CH:42][CH:41]=[CH:40][CH:39]=2)=[C:18]([C:22]2[CH2:26][CH2:25][CH2:24][C:23]=2[C:27]2[CH:28]=[N+:29]([O-:9])[CH:30]=[C:31]([CH:35]=2)[C:32]([OH:34])=[O:33])[CH:19]=[CH:20][CH:21]=1)([F:15])[F:14]. Reported procedure: 3-Chloroperbenzoic acid (25 mg, 0.11 mmol) was added to a solution of 5-{2-[trifluoromethyl-2-(benzyloxy)phenyl]cyclopent-1-enyl}nicotinic acid (44 mg, 0.1 mmol) in dioxan (2 ml) and left overnight at room temperature. The resulting mixture was evaporated to dryness and purified by preparative mass directed chromatography to give the title compound as an off-white solid (8 mg, 18%). Starting materials: C(C)OC(=O)C1=CN=C2N(C1=O)N=C(S2)S (6-ethoxycarbonyl-2-mercapto-5-oxo-5H-1,3,4-thiadiazolo[3,2-a]pyrimidine), [OH-].[K+] (potassium hydroxide). Solvent: O (water). Reaction conditions: temperature 60 celsius. Yields the product C(=O)(O)C1=CN=C2N(C1=O)N=C(S2)S (6-carboxy-2-mercapto-5-oxo-5H-1,3,4-thiadiazolo[3,2-a]pyrimidine). Isolated yield 80.2%. Reaction SMILES: C([O:3][C:4]([C:6]1[C:11](=[O:12])[N:10]2[N:13]=[C:14]([SH:16])[S:15][C:9]2=[N:8][CH:7]=1)=[O:5])C.[OH-].[K+]>O>[C:4]([C:6]1[C:11](=[O:12])[N:10]2[N:13]=[C:14]([SH:16])[S:15][C:9]2=[N:8][CH:7]=1)([OH:5])=[O:3] |f:1.2|. Procedure details: The product obtained in Step 1 (9.1 g) was added to a solution of 4.0 g of potassium hydroxide in 200 ml of water, and the mixture was heated at 60° C. for 30 minutes. After cooling to room temperature, the solution was washed with 200 ml of ethyl acetate and the pH was adjusted to 1.0 with hydrochloric acid. The formed crystals were collected by filtration and washed with ether, affording 6.5 g of the objective compound.